From a dataset of the Open Reaction Database (ORD), a public repository of structured organic reaction records. describe an organic reaction: reactants, conditions, products, and yield The reactants are C(#N)C1=CC2=C(N(C(=N2)C(N(C(C(F)(F)F)=O)C)C2=C3C=CN(C3=C(C=C2C)C)S(=O)(=O)C2=CC=C(C)C=C2)COCC[Si](C)(C)C)C=C1 ((±)-N-((5-cyano-1-((2-(trimethylsilyl)ethoxy)methyl)-1H-benzo[d]imidazol-2-yl)(5,7-dimethyl-1-tosyl-1H-indol-4-yl)methyl)-2,2,2-trifluoro-N-methylacetamide), C(#N)C=1C=CC2=C(N(C(=N2)C(N(C(C(F)(F)F)=O)C)C2=C3C=CN(C3=C(C=C2C)C)S(=O)(=O)C2=CC=C(C)C=C2)COCC[Si](C)(C)C)C1 ((±)-N-((6-cyano-1-((2-(trimethylsilyl)ethoxy)methyl)-1H-benzo[d]imidazol-2-yl)(5,7-dimethyl-1-tosyl-1H-indol-4-yl)methyl)-2,2,2-trifluoro-N-methylacetamide), 64-C. Yields the product CC=1C(=C2C=CNC2=C(C1)C)C(C1=NC2=C(N1)C=CC(=C2)C#N)NC ((±)-2-((5,7-Dimethyl-1H-indol-4-yl)(methylamino)methyl)-1H-benzo[d]imidazole-5-carbonitrile). As a reaction SMILES: [C:1]([C:3]1[CH:49]=[CH:48][C:6]2[N:7](COCC[Si](C)(C)C)[C:8]([CH:10]([C:19]3[C:27]([CH3:28])=[CH:26][C:25]([CH3:29])=[C:24]4[C:20]=3[CH:21]=[CH:22][N:23]4S(C3C=CC(C)=CC=3)(=O)=O)[N:11](C)[C:12](=O)C(F)(F)F)=[N:9][C:5]=2[CH:4]=1)#[N:2].C(C1C=CC2N=C(C(C3C(C)=CC(C)=C4C=3C=CN4S(C3C=CC(C)=CC=3)(=O)=O)N(C)C(=O)C(F)(F)F)N(COCC[Si](C)(C)C)C=2C=1)#N>>[CH3:28][C:27]1[C:19]([CH:10]([NH:11][CH3:12])[C:8]2[NH:7][C:6]3[CH:48]=[CH:49][C:3]([C:1]#[N:2])=[CH:4][C:5]=3[N:9]=2)=[C:20]2[C:24](=[C:25]([CH3:29])[CH:26]=1)[NH:23][CH:22]=[CH:21]2. Procedure: The title compound was synthesized from a mixture of (±)-N-((5-cyano-1-((2-(trimethylsilyl)ethoxy)methyl)-1H-benzo[d]imidazol-2-yl)(5,7-dimethyl-1-tosyl-1H-indol-4-yl)methyl)-2,2,2-trifluoro-N-methylacetamide and (±)-N-((6-cyano-1-((2-(trimethylsilyl)ethoxy)methyl)-1H-benzo[d]imidazol-2-yl)(5,7-dimethyl-1-tosyl-1H-indol-4-yl)methyl)-2,2,2-trifluoro-N-methylacetamide as described in Example 64-B and 64-C. 1H NMR (TFA salt, 400 MHz, ACETONITRILE-d3) δ ppm 9.52 (br. s, 1H) 8.00 (s, 1H) 7.54-7.62 (m...